This data is from the Open Reaction Database (ORD), a public repository of structured organic reaction records. The task is: describe an organic reaction: reactants, conditions, products, and yield Reactants: FC=1C=CC(=C(C1)[C@H](C)O)OC ((S)-1-(5-fluoro-2-methoxy-phenyl)-ethanol), B([C@@H]1CC2CCC([C@H]1C)C2(C)C)([C@@H]3CC4CCC([C@H]3C)C4(C)C)Cl ((−)-DIP-Chloride), solid, FC=1C=CC(=C(C1)C(C)=O)OC (1-(5-fluoro-2-methoxy-phenyl)-ethanone), B([C@H]1C[C@@H]2C[C@H]([C@@H]1C)C2(C)C)([C@H]3C[C@@H]4C[C@H]([C@@H]3C)C4(C)C)Cl ((+)-DIP-Chloride). Product: FC=1C=CC(=C(C1)[C@@H](C)O)OC ((R)-1-(5-Fluoro-2-methoxy-phenyl)-ethanol). RXN SMILES: [F:1][C:2]1[CH:3]=[CH:4][C:5]([O:11][CH3:12])=[C:6]([C@@H:8]([OH:10])[CH3:9])[CH:7]=1.FC1C=CC(OC)=C(C(=O)C)C=1.B(Cl)([C@@H]1[C@@H](C)[C@@H]2C(C)(C)[C@@H](C2)C1)[C@@H]1[C@@H](C)[C@@H]2C(C)(C)[C@@H](C2)C1.B(Cl)([C@H]1[C@H](C)C2C(C)(C)C(CC2)C1)[C@H]1[C@H](C)C2C(C)(C)C(CC2)C1>>[F:1][C:2]1[CH:3]=[CH:4][C:5]([O:11][CH3:12])=[C:6]([C@H:8]([OH:10])[CH3:9])[CH:7]=1. Reported procedure: The title compound was prepared, according to the method used to make (S)-1-(5-fluoro-2-methoxy-phenyl)-ethanol from 1-(5-fluoro-2-methoxy-phenyl)-ethanone (see H. C. Brown, Tet. Letts., 35 (14), 2141-4, 1994) except that (+)-DIP-Chloride™ was used instead of (−)-DIP-Chloride™, as a white crystalline solid (63%). Starting materials: BrB(Br)Br, COc1cccc(Br)c1N, ClCCl. Product: Nc1c(O)cccc1Br. Reaction SMILES: [B:1]([Br:2])([Br:3])[Br:4].[Br:5][c:6]1[c:7]([NH2:14])[c:8]([O:12][CH3:13])[cH:9][cH:10][cH:11]1.[Cl:15][CH2:16][Cl:17]>>[Br:5][c:6]1[c:7]([NH2:14])[c:8]([OH:12])[cH:9][cH:10][cH:11]1. Reactants: ClC1=CC2=CN(N=C2C(=C1)C(CO)OCC1(CCN(CC1)C(=O)OC(C)(C)C)C1=CC=C(C=C1)F)COCC[Si](C)(C)C (tert-butyl 4-((1-(5-chloro-2-((2-(trimethylsilyl)ethoxy)methyl)-2H-indazol-7-yl)-2-hydroxyethoxy)methyl)-4-(4-fluorophenyl)piperidine-1-carboxylate), [H-].[Na+] (sodium hydride), IC (iodomethane). Solvent: CN(C=O)C (dimethylformamide). Conditions: temperature 0 celsius, time 5 minute. Product: ClC1=CC2=CN(N=C2C(=C1)C(COC)OCC1(CCN(CC1)C(=O)OC(C)(C)C)C1=CC=C(C=C1)F)COCC[Si](C)(C)C (tert-Butyl 4-((1-(5-chloro-2-((2-(trimethylsilyl)ethoxy)methyl)-2H-indazol-7-yl)-2-methoxyethoxy)methyl)-4-(4-fluorophenyl)piperidine-1-carboxylate). Reaction SMILES: [Cl:1][C:2]1[CH:10]=[C:9]([CH:11]([O:14][CH2:15][C:16]2([C:29]3[CH:34]=[CH:33][C:32]([F:35])=[CH:31][CH:30]=3)[CH2:21][CH2:20][N:19]([C:22]([O:24][C:25]([CH3:28])([CH3:27])[CH3:26])=[O:23])[CH2:18][CH2:17]2)[CH2:12][OH:13])[C:8]2[C:4](=[CH:5][N:6]([CH2:36][O:37][CH2:38][CH2:39][Si:40]([CH3:43])([CH3:42])[CH3:41])[N:7]=2)[CH:3]=1.[H-].[Na+].I[CH3:47]>CN(C)C=O>[Cl:1][C:2]1[CH:10]=[C:9]([CH:11]([O:14][CH2:15][C:16]2([C:29]3[CH:34]=[CH:33][C:32]([F:35])=[CH:31][CH:30]=3)[CH2:21][CH2:20][N:19]([C:22]([O:24][C:25]([CH3:28])([CH3:27])[CH3:26])=[O:23])[CH2:18][CH2:17]2)[CH2:12][O:13][CH3:47])[C:8]2[C:4](=[CH:5][N:6]([CH2:36][O:37][CH2:38][CH2:39][Si:40]([CH3:43])([CH3:41])[CH3:42])[N:7]=2)[CH:3]=1 |f:1.2|. Reported procedure: To a solution of tert-butyl 4-((1-(5-chloro-2-((2-(trimethylsilyl)ethoxy)methyl)-2H-indazol-7-yl)-2-hydroxyethoxy)methyl)-4-(4-fluorophenyl)piperidine-1-carboxylate (25 mg, 0.039 mmol) in dimethylformamide (0.5 mL) at 0° C. was added sodium hydride (60%, 3.15 mg, 0.079 mmol). After 5 min, the reaction was treated with iodomethane (4.93 μL, 0.079 mmol). The ice bath was removed and stirring continued for 1 h. The reaction was cooled to 0° C. and quenched by the cautious addition of saturated ammo... Reactants: O1CCOC12CCNCC2 (1,4-dioxa-8-azaspiro[4,5]decane), COC1=C(C=O)C(=CC=C1)OC (2,6-dimethoxybenzaldehyde), [H][H] (hydrogen). Reagents/catalysts: [Pd] (Pd/C). Run in CO (methanol). The product is COC1=C(CN2CCC3(OCCO3)CC2)C(=CC=C1)OC (8-(2,6-Dimethoxybenzyl)-1,4-dioxa-8-azaspiro[4,5]decane). The yield is 105.1%. As a reaction SMILES: [O:1]1[C:5]2([CH2:10][CH2:9][NH:8][CH2:7][CH2:6]2)[O:4][CH2:3][CH2:2]1.[CH3:11][O:12][C:13]1[CH:20]=[CH:19][CH:18]=[C:17]([O:21][CH3:22])[C:14]=1[CH:15]=O.[H][H]>CO.[Pd]>[CH3:22][O:21][C:17]1[CH:18]=[CH:19][CH:20]=[C:13]([O:12][CH3:11])[C:14]=1[CH2:15][N:8]1[CH2:9][CH2:10][C:5]2([O:4][CH2:3][CH2:2][O:1]2)[CH2:6][CH2:7]1. Procedure: A mixture of 1,4-dioxa-8-azaspiro[4,5]decane (19 mL, 0.146 mol), 2,6-dimethoxybenzaldehyde (26.7 g) and 10% Pd/C (wet, 4 g) in methanol (150 mL) was treated with hydrogen (50 psi) for 16 h. The reaction mixture was then filtered and concentrated to give 45 g of the title intermediate as a yellow solid. The reactants are CC(C)(C)OC(=O)C(CCO)NC1(C(=O)OCc2ccccc2)CCCCC1, O=C1NC(=O)c2cc3ccccc3cc21, C1CCOC1, c1ccc(P(c2ccccc2)c2ccccc2)cc1. Yields the product CC(C)(C)OC(=O)C(CCN1C(=O)c2cc3ccccc3cc2C1=O)NC1(C(=O)OCc2ccccc2)CCCCC1. As a reaction SMILES: [C:1]([CH3:2])([CH3:3])([CH3:4])[O:5][C:6](=[O:7])[CH:8]([CH2:9][CH2:10][OH:11])[NH:12][C:13]1([C:19](=[O:20])[O:21][CH2:22][c:23]2[cH:24][cH:25][cH:26][cH:27][cH:28]2)[CH2:14][CH2:15][CH2:16][CH2:17][CH2:18]1.[O:29]=[C:30]1[NH:31][C:32](=[O:43])[c:33]2[cH:34][c:35]3[c:36]([cH:37][c:38]21)[cH:39][cH:40][cH:41][cH:42]3.[O:63]1[CH2:64][CH2:65][CH2:66][CH2:67]1.[c:44]1([P:45]([c:46]2[cH:47][cH:48][cH:49][cH:50][cH:51]2)[c:52]2[cH:53][cH:54][cH:55][cH:56][cH:57]2)[cH:58][cH:59][cH:60][cH:61][cH:62]1>>[C:1]([CH3:2])([CH3:3])([CH3:4])[O:5][C:6](=[O:7])[CH:8]([CH2:9][CH2:10][N:31]1[C:30](=[O:29])[c:38]2[c:33]([cH:34][c:35]3[c:36]([cH:37]2)[cH:39][cH:40][cH:41][cH:42]3)[C:32]1=[O:43])[NH:12][C:13]1([C:19](=[O:20])[O:21][CH2:22][c:23]2[cH:24][cH:25][cH:26][cH:27][cH:28]2)[CH2:14][CH2:15][CH2:16][CH2:17][CH2:18]1. Reactants: CSc1ncnc2sc(-c3c(-c4ccccc4)nc(Br)n3C)nc12, COCCOC, [Na+], [Na+], O=C([O-])[O-], O, OB(O)c1ccccc1, c1ccc([PH](c2ccccc2)(c2ccccc2)[Pd-4]([PH](c2ccccc2)(c2ccccc2)c2ccccc2)([PH](c2ccccc2)(c2ccccc2)c2ccccc2)[PH](c2ccccc2)(c2ccccc2)c2ccccc2)cc1. Product: CSc1ncnc2sc(-c3c(-c4ccccc4)nc(-c4ccccc4)n3C)nc12. As a reaction SMILES: [Br:1][c:2]1[n:3]([CH3:24])[c:4](-[c:13]2[s:14][c:15]3[n:16][cH:17][n:18][c:19]([S:22][CH3:23])[c:20]3[n:21]2)[c:5](-[c:7]2[cH:8][cH:9][cH:10][cH:11][cH:12]2)[n:6]1.[CH3:40][O:41][CH2:42][CH2:43][O:44][CH3:45].[Na+:25].[Na+:26].[O-:27][C:28](=[O:29])[O-:30].[OH2:46].[OH:31][B:32]([OH:33])[c:34]1[cH:35][cH:36][cH:37][cH:38][cH:39]1.[c:47]1([PH:48]([Pd-4:49]([PH:50]([c:51]2[cH:52][cH:53][cH:54][cH:55][cH:56]2)([c:57]2[cH:58][cH:59][cH:60][cH:61][cH:62]2)[c:63]2[cH:64][cH:65][cH:66][cH:67][cH:68]2)([PH:69]([c:70]2[cH:71][cH:72][cH:73][cH:74][cH:75]2)([c:76]2[cH:77][cH:78][cH:79][cH:80][cH:81]2)[c:82]2[cH:83][cH:84][cH:85][cH:86][cH:87]2)[PH:88]([c:89]2[cH:90][cH:91][cH:92][cH:93][cH:94]2)([c:95]2[cH:96][cH:97][cH:98][cH:99][cH:100]2)[c:101]2[cH:102][cH:103][cH:104][cH:105][cH:106]2)([c:107]2[cH:108][cH:109][cH:110][cH:111][cH:112]2)[c:113]2[cH:114][cH:115][cH:116][cH:117][cH:118]2)[cH:119][cH:120][cH:121][cH:122][cH:123]1>>[c:2]1(-[c:34]2[cH:35][cH:36][cH:37][cH:38][cH:39]2)[n:3]([CH3:24])[c:4](-[c:13]2[s:14][c:15]3[n:16][cH:17][n:18][c:19]([S:22][CH3:23])[c:20]3[n:21]2)[c:5](-[c:7]2[cH:8][cH:9][cH:10][cH:11][cH:12]2)[n:6]1. Starting materials: CC1(c2ccc(OC3CCCCO3)cc2)NC(=O)NC1=O, CO, COC(=O)CCl, [I-], [K+], [Na]. Yields the product COC(=O)CN1C(=O)NC(C)(c2ccc(OC3CCCCO3)cc2)C1=O. RXN SMILES: [CH3:2][C:3]1([c:10]2[cH:11][cH:12][c:13]([O:16][CH:17]3[O:18][CH2:19][CH2:20][CH2:21][CH2:22]3)[cH:14][cH:15]2)[NH:4][C:5](=[O:9])[NH:6][C:7]1=[O:8].[CH3:31][OH:32].[Cl:25][CH2:26][C:27](=[O:28])[O:29][CH3:30].[I-:24].[K+:23].[Na:1]>>[CH3:2][C:3]1([c:10]2[cH:11][cH:12][c:13]([O:16][CH:17]3[O:18][CH2:19][CH2:20][CH2:21][CH2:22]3)[cH:14][cH:15]2)[NH:4][C:5](=[O:9])[N:6]([CH2:26][C:27](=[O:28])[O:29][CH3:30])[C:7]1=[O:8]. The reactants are CC(C)(C)OC(=O)CCc1ccc(NC(=O)N(c2c3ccccc3nn2-c2ccc(Cl)cc2)C2CCCCC2)c(F)c1, Cl, [Na+], C1COCCO1, [OH-]. The product is O=C(O)CCc1ccc(NC(=O)N(c2c3ccccc3nn2-c2ccc(Cl)cc2)C2CCCCC2)c(F)c1. As a reaction SMILES: [C:1]([CH3:2])([CH3:3])([CH3:4])[O:5][C:6]([CH2:7][CH2:8][c:9]1[cH:10][c:11]([F:41])[c:12]([NH:15][C:16](=[O:17])[N:18]([CH:19]2[CH2:20][CH2:21][CH2:22][CH2:23][CH2:24]2)[c:25]2[n:26](-[c:34]3[cH:35][cH:36][c:37]([Cl:40])[cH:38][cH:39]3)[n:27][c:28]3[cH:29][cH:30][cH:31][cH:32][c:33]23)[cH:13][cH:14]1)=[O:42].[ClH:45].[Na+:44].[O:46]1[CH2:47][CH2:48][O:49][CH2:50][CH2:51]1.[OH-:43]>>[O:5]=[C:6]([CH2:7][CH2:8][c:9]1[cH:10][c:11]([F:41])[c:12]([NH:15][C:16](=[O:17])[N:18]([CH:19]2[CH2:20][CH2:21][CH2:22][CH2:23][CH2:24]2)[c:25]2[n:26](-[c:34]3[cH:35][cH:36][c:37]([Cl:40])[cH:38][cH:39]3)[n:27][c:28]3[cH:29][cH:30][cH:31][cH:32][c:33]23)[cH:13][cH:14]1)[OH:42]. Starting materials: O=S(Cl)Cl, CCOC(=O)N1C2CCC1C(C(O)c1cccnc1)C2. The product is CCOC(=O)N1C2CCC1C(C(Cl)c1cccnc1)C2. RXN SMILES: [S:1]([Cl:2])([Cl:3])=[O:4].[n:5]1[cH:6][c:7]([CH:11]([CH:12]2[CH:13]3[CH2:14][CH2:15][CH:16]([CH2:17]2)[N:18]3[C:19](=[O:20])[O:21][CH2:22][CH3:23])[OH:24])[cH:8][cH:9][cH:10]1>>[Cl:3][CH:11]([c:7]1[cH:6][n:5][cH:10][cH:9][cH:8]1)[CH:12]1[CH:13]2[CH2:14][CH2:15][CH:16]([CH2:17]1)[N:18]2[C:19](=[O:20])[O:21][CH2:22][CH3:23].